From a dataset of the Open Reaction Database (ORD), a public repository of structured organic reaction records. describe an organic reaction: reactants, conditions, products, and yield Starting materials: COC1=C(C(=O)OC)C=C(C(=C1)O)Cl (methyl 2-methoxy-4-hydroxy-5-chlorobenzoate), C=1(C(=CC=CC1)C)C (xylene), C(C)N1C(CCC1)CN (1-ethyl-2- aminomethylpyrrolidine). The solvent is CO (methyl alcohol). The product is C1(C2C(=CC=C1)C2)(C)C (methanol - xylene). Reaction SMILES: [CH3:1]OC1C=C(O)C(Cl)=CC=1C(OC)=O.[C:15]1([CH3:22])[C:16]([CH3:21])=[CH:17][CH:18]=[CH:19][CH:20]=1.C(N1CCCC1CN)C>CO>[C:15]1([CH3:1])([CH3:22])[CH:20]=[CH:19][CH:18]=[C:17]2[CH2:21][CH:16]12. Procedure: In a 500 ml flask equipped with a 40 cm Vigreux column, there are put 40 g (0.184 mole) of methyl 2-methoxy-4-hydroxy-5-chlorobenzoate, 160 ml of xylene and 35.5 g of dextro 1-ethyl-2- aminomethylpyrrolidine. It is heated gently. There is complete dissolution when heating begins. The methyl alcohol formed as a methanol - xylene azeotrope is distilled at 61°-63° C. At the end of the reaction, a little xylene is distilled. In 90 minutes, 40 ml containing 7 ml of methyl alcohol are distilled. The e... Starting materials: 1-toluene, C(C=C)Br (Allyl bromide), C(CCCCO)O (1,5-pentanediol), [H-].[Na+] (sodium hydride), C(CCCC)(O)O (pentanediol). Run in CN(C=O)C (dimethylformamide), C(C)(=O)OCC (ethyl acetate). Reaction conditions: time 8 hour. Yields the product C(C=C)OCCCCCO (Allyloxy-5-pentanol). Yield: 22.3%. RXN SMILES: [CH2:1](Br)[CH:2]=[CH2:3].[CH2:5]([OH:11])[CH2:6][CH2:7][CH2:8][CH2:9][OH:10].[H-].[Na+].C(O)(O)CCCC>CN(C)C=O.C(OCC)(=O)C>[CH2:1]([O:10][CH2:9][CH2:8][CH2:7][CH2:6][CH2:5][OH:11])[CH:2]=[CH2:3] |f:2.3|. Procedure: Allyl bromide (2.5 mL, 0.029 mol) was added dropwise to the mixture of 1,5-pentanediol (3 g, 0.029 mol) and sodium hydride (1.2 g, 80% dispersion in oil) in dry dimethylformamide. Stirring was continued overnight at room temperature. T.l.c. (2:1-toluene and ethyl acetate) still indicated the presence of some unreacted pentanediol. The unreacted sodium hydride was destroyed by addition of methanol. The mixture was concentrated to 50 mL by evaporation in vacuo. After dilution with methylene chlori... Reactants: CC[S-], COC(=O)C12CCC(CCCOS(C)(=O)=O)(CC1)CC2, CCOC(C)=O, [Na+], CN(C)C=O. Yields the product CCSCCCC12CCC(C(=O)OC)(CC1)CC2. RXN SMILES: [CH2:21]([CH3:22])[S-:23].[CH3:1][S:2]([O:3][CH2:6][CH2:7][CH2:8][C:9]12[CH2:10][CH2:11][C:12]([C:17](=[O:18])[O:19][CH3:20])([CH2:13][CH2:14]1)[CH2:15][CH2:16]2)(=[O:4])=[O:5].[CH3:30][CH2:31][O:32][C:33](=[O:34])[CH3:35].[Na+:24].[O:25]=[CH:26][N:27]([CH3:28])[CH3:29]>>[CH2:6]([CH2:7][CH2:8][C:9]12[CH2:10][CH2:11][C:12]([C:17](=[O:18])[O:19][CH3:20])([CH2:13][CH2:14]1)[CH2:15][CH2:16]2)[S:23][CH2:21][CH3:22]. Starting materials: C[N+]1(CCOCC1)[O-] (4-methylmorpholine N-oxide), 17, C(C)C1N2C(C(C3(C(CC(C(C(CC(CC(=CCC(CC(C(C(OC(C2CCC1)=O)C(=CC1CC(C(CC1)OCC(O)C1=CC=CC=C1)OC)C)C)O[Si](C)(C)C(C)(C)C)=O)C)C)OC)O3)OC)C)O)=O)=O (ethyl-1-hydroxy-14-(tert-butyldimethylsiloxy)-12-[2'-(4"-(2"'-phenyl-2"'hydroxyethyloxy)-3"-methoxycyclohexyl)-1'-methylvinyl]-23,25-dimethoxy-13,19,21,27-tetramethyl-11,28-dioxa-4-azatricyclo[22.3.1.04,9 ]octacos-18-ene-2,3,10,16-tetraone), 4A. Reagents/catalysts: [Ru](=O)(=O)(=O)[O-].C(CC)[N+](CCC)(CCC)CCC (tetrapropylammonium perruthenate). The product is C(C)C1C(CC(C(C(OC(C2CCCCN2C(C(C2(C(CC(C(C(CC(CC(=C1)C)C)OC)O2)OC)C)O)=O)=O)=O)C(=CC2CC(C(CC2)OCC(=O)C2=CC=CC=C2)OC)C)C)O[Si](C)(C)C(C)(C)C)=O (17-Ethyl-1-hydroxy-14-(tert-butyldimethylsiloxy)-12-[2'-(4"-(2"'-phenyl-2"'-oxoethyloxy)-3"-methoxycyclohexyl)-1'-methylvinyl]-23,25-dimethoxy-13,19,21,27-tetramethyl-11,28-dioxa-4-azatricyclo[22.3.1.04,9 ]octacos-18-ene-2,3,10,16-tetraone). Yield: 77.1%. Reaction SMILES: C([CH:3]1[CH2:29][CH2:28][CH2:27][CH:26]2[N:4]1[C:5](=[O:72])[C:6](=[O:71])[C:7]1([OH:70])[O:66][CH:11]([CH:12]([O:64][CH3:65])[CH2:13][CH:14]([CH3:63])[CH2:15][C:16]([CH3:62])=[CH:17][CH2:18][C:19](=[O:61])[CH2:20][CH:21]([O:53][Si:54]([C:57]([CH3:60])([CH3:59])[CH3:58])([CH3:56])[CH3:55])[CH:22]([CH3:52])[CH:23]([C:31]([CH3:51])=[CH:32][CH:33]3[CH2:38][CH2:37][CH:36]([O:39][CH2:40][CH:41]([C:43]4[CH:48]=[CH:47][CH:46]=[CH:45][CH:44]=4)[OH:42])[CH:35]([O:49][CH3:50])[CH2:34]3)[O:24][C:25]2=[O:30])[CH:10]([O:67][CH3:68])[CH2:9][CH:8]1[CH3:69])C.C[N+]1([O-])CCO[CH2:76][CH2:75]1>[Ru]([O-])(=O)(=O)=O.C([N+](CCC)(CCC)CCC)CC>[CH2:75]([CH:18]1[CH:17]=[C:16]([CH3:62])[CH2:15][CH:14]([CH3:63])[CH2:13][CH:12]([O:64][CH3:65])[CH:11]2[O:66][C:7]([OH:70])([CH:8]([CH3:69])[CH2:9][CH:10]2[O:67][CH3:68])[C:6](=[O:71])[C:5](=[O:72])[N:4]2[CH:26]([CH2:27][CH2:28][CH2:29][CH2:3]2)[C:25](=[O:30])[O:24][CH:23]([C:31]([CH3:51])=[CH:32][CH:33]2[CH2:38][CH2:37][CH:36]([O:39][CH2:40][C:41]([C:43]3[CH:48]=[CH:47][CH:46]=[CH:45][CH:44]=3)=[O:42])[CH:35]([O:49][CH3:50])[CH2:34]2)[CH:22]([CH3:52])[CH:21]([O:53][Si:54]([C:57]([CH3:60])([CH3:59])[CH3:58])([CH3:55])[CH3:56])[CH2:20][C:19]1=[O:61])[CH3:76] |f:2.3|. Procedure: To solution of 17 ethyl-1-hydroxy-14-(tert-butyldimethylsiloxy)-12-[2'-(4"-(2"'-phenyl-2"'hydroxyethyloxy)-3"-methoxycyclohexyl)-1'-methylvinyl]-23,25-dimethoxy-13,19,21,27-tetramethyl-11,28-dioxa-4-azatricyclo[22.3.1.04,9 ]octacos-18-ene-2,3,10,16-tetraone (13 mg in 0.3 mL methylene chloride) was added powdered 4A molecular sieves (10 mg), 4-methylmorpholine N-oxide (6.0 mg), tetrapropylammonium perruthenate (1.0 mg) and the reaction stirred at room temperature. After 30 minutes the mixture was... Reactants: CC(C)(C)OC(=O)N1CC=C(c2cc3c(Cl)ncnc3[nH]2)CC1, CCCCO, Nc1cnn(CCc2ccccc2)c1. Yields the product CC(C)(C)OC(=O)N1CC=C(c2cc3c(Nc4cnn(CCc5ccccc5)c4)ncnc3[nH]2)CC1. RXN SMILES: [C:1]([CH3:2])([CH3:3])([CH3:4])[O:5][C:6](=[O:7])[N:8]1[CH2:9][CH2:10][C:11]([c:14]2[cH:15][c:16]3[c:17]([n:18][cH:19][n:20][c:21]3[Cl:22])[nH:23]2)=[CH:12][CH2:13]1.[CH2:38]([OH:39])[CH2:40][CH2:41][CH3:42].[NH2:24][c:25]1[cH:26][n:27][n:28]([CH2:30][CH2:31][c:32]2[cH:33][cH:34][cH:35][cH:36][cH:37]2)[cH:29]1>>[C:1]([CH3:2])([CH3:3])([CH3:4])[O:5][C:6](=[O:7])[N:8]1[CH2:9][CH2:10][C:11]([c:14]2[cH:15][c:16]3[c:17]([n:18][cH:19][n:20][c:21]3[NH:24][c:25]3[cH:26][n:27][n:28]([CH2:30][CH2:31][c:32]4[cH:33][cH:34][cH:35][cH:36][cH:37]4)[cH:29]3)[nH:23]2)=[CH:12][CH2:13]1. Procedure details: To a stirred solution of ethyl 4-{[(3-chlorophenyl)sulfonyl]amino}-6-methyl-2-(1H-pyrazol-4-yl)thieno[2,3-b]pyridine-5-carboxylate (Description 73) (870 mg, 1.824 mmol) in CHCl3 (30 mL) at 60° C. was added bromine (0.10 mL, 2.01 mmol), prediluted in CHCl3 (5.25 mL), dropwise. The resulting mixture was stirred at 60° C. for ca. 4 h and was then cooled to RT. The resulting precipitate was filtered and the solid rinsed with DCM and dried, to give the title compound (920 mg). LCMS (A) m/z: 556/558 [... The yield is 90.7%. RXN SMILES: [Cl:1][C:2]1[CH:3]=[C:4]([S:8]([NH:11][C:12]2[C:17]([C:18]([O:20][CH2:21][CH3:22])=[O:19])=[C:16]([CH3:23])[N:15]=[C:14]3[S:24][C:25]([C:27]4[CH:28]=[N:29][NH:30][CH:31]=4)=[CH:26][C:13]=23)(=[O:10])=[O:9])[CH:5]=[CH:6][CH:7]=1.[Br:32]Br>C(Cl)(Cl)Cl>[Br:32][C:26]1[C:13]2[C:14](=[N:15][C:16]([CH3:23])=[C:17]([C:18]([O:20][CH2:21][CH3:22])=[O:19])[C:12]=2[NH:11][S:8]([C:4]2[CH:5]=[CH:6][CH:7]=[C:2]([Cl:1])[CH:3]=2)(=[O:9])=[O:10])[S:24][C:25]=1[C:27]1[CH:28]=[N:29][NH:30][CH:31]=1. Yields the product BrC1=C(SC2=NC(=C(C(=C21)NS(=O)(=O)C2=CC(=CC=C2)Cl)C(=O)OCC)C)C=2C=NNC2 (Ethyl 3-bromo-4-{[(3-chlorophenyl)sulfonyl]amino}-6-methyl-2-(1H-pyrazol-4-yl)thieno[2,3-b]pyridine-5-carboxylate). Reaction conditions: temperature 60 celsius, time 4 hour. Run in C(Cl)(Cl)Cl (CHCl3), C(Cl)(Cl)Cl (CHCl3). Reactants: ClC=1C=C(C=CC1)S(=O)(=O)NC1=C2C(=NC(=C1C(=O)OCC)C)SC(=C2)C=2C=NNC2 (ethyl 4-{[(3-chlorophenyl)sulfonyl]amino}-6-methyl-2-(1H-pyrazol-4-yl)thieno[2,3-b]pyridine-5-carboxylate), BrBr (bromine). The reactants are CC1=CCCC(C1/C=C/C(=O)C)(C)C (α-ionone), C1(C(C=CC=2C3=CC=CC=C3C=CC12)=O)=O (phenanthrenequinone). The product is C1=CC=C2C(=C1)C=CC(=O)C2=O (1,2-naphthaquinone). Reaction SMILES: CC1C(/C=C/C(C)=O)C(C)(C)CCC=1.[C:15]1(=[O:30])[C:28]2[CH:27]=[CH:26][C:25]3[C:20](=CC=CC=3)[C:19]=2[CH:18]=[CH:17][C:16]1=[O:29]>>[CH:25]1[CH:20]=[C:19]2[CH:18]=[CH:17][C:16]([C:15](=[O:30])[C:28]2=[CH:27][CH:26]=1)=[O:29]. Procedure: In order to test and evaluate the equipment and methods of the present invention, pre-coated 10 cm×10 cm HPTLC plates (Whatman) and test compounds α-ionone, phenanthrenequinone and 1,2-naphthaquinone (Aldrich) were obtained. The test compounds were initially diluted with acetone to about 10 mg/ml and stock solutions stored below 4° C. The stock solutions were further diluted with acetone just before use. Ceric sulfate prepared by adding 42 g of (NH4)4Ce(SO4)4 and 56 ml of conc. H2SO4 in 1 liter ... Reactants: ClC1=NC2=C(SC3=C1C=CC(=C3)C(=O)OC)C=CC=C2 (methyl 11-chlorodibenzo[b,f][1,4]thiazepin-3-carboxylate), [BH4-].[Na+] (sodium borohydride), ice water, S1(CCCC1)(=O)=O (tetrahydrothiophene 1,1-dioxide), [BH4-].[Na+] (sodium borohydride). Conditions: time 3 hour. The product is C1=CC(=CC2=C1CNC1=C(S2)C=CC=C1)C(=O)OC (Methyl 10,11-dihydrodibenzo[b,f][1,4]thiazepin-3-carboxylate). As a reaction SMILES: Cl[C:2]1[C:8]2[CH:9]=[CH:10][C:11]([C:13]([O:15][CH3:16])=[O:14])=[CH:12][C:7]=2[S:6][C:5]2[CH:17]=[CH:18][CH:19]=[CH:20][C:4]=2[N:3]=1.S1(=O)(=O)CCCC1.[BH4-].[Na+]>>[CH:9]1[C:8]2[CH2:2][NH:3][C:4]3[CH:20]=[CH:19][CH:18]=[CH:17][C:5]=3[S:6][C:7]=2[CH:12]=[C:11]([C:13]([O:15][CH3:16])=[O:14])[CH:10]=1 |f:2.3|. Reported procedure: Suspend 3.035 gm. (10 mmole) of methyl 11-chlorodibenzo[b,f][1,4]thiazepin-3-carboxylate in 30 ml. of solfolane (tetrahydrothiophene 1,1-dioxide) and add 766 mg. (20 mmole) of sodium borohydride in small portions with stirring. Stir at room temperature for 3 hours, add a further 190 mg. (5 mmole) of sodium borohydride and continue stirring for 1 hour. Pour the reaction mixture into 100 ml. of ice-water. Extract with three 50 ml. portions of dry ether. Wash the ether extract twice with 50 ml. por... Reactants: BrC1=CC=C2C=NC(=NN21)NC2=CC=C(C=C2)N2CCOCC2 ((7-bromo-pyrrolo[2,1-f][1,2,4]triazin-2-yl)-(4-morpholin-4-yl-phenyl)-amine), CC1=C(C=NC=C1)B(O)O (4-methylpyridine-3-boronic acid). As a reaction SMILES: Br[C:2]1[N:10]2[C:5]([CH:6]=[N:7][C:8]([NH:11][C:12]3[CH:17]=[CH:16][C:15]([N:18]4[CH2:23][CH2:22][O:21][CH2:20][CH2:19]4)=[CH:14][CH:13]=3)=[N:9]2)=[CH:4][CH:3]=1.[CH3:24][C:25]1[CH:30]=[CH:29][N:28]=[CH:27][C:26]=1B(O)O>>[CH3:24][C:25]1[CH:30]=[CH:29][N:28]=[CH:27][C:26]=1[C:2]1[N:10]2[C:5]([CH:6]=[N:7][C:8]([NH:11][C:12]3[CH:13]=[CH:14][C:15]([N:18]4[CH2:23][CH2:22][O:21][CH2:20][CH2:19]4)=[CH:16][CH:17]=3)=[N:9]2)=[CH:4][CH:3]=1. The yield is 48.0%. Reported procedure: [7-(4-Methyl-pyridin-3-yl)-pyrrolo[2,1-f][1,2,4]triazin-2-yl]-(4-morpholin-4-yl-phenyl)-amine was prepared from (7-bromo-pyrrolo[2,1-f][1,2,4]triazin-2-yl)-(4-morpholin-4-yl-phenyl)-amine and 4-methylpyridine-3-boronic acid in an analogous manner to Example 1031b. Product isolated as a yellow solid (55 mg, 48%). m.p.=191-193° C.; LCMS (m/e) 387 (M+H); 1H-NMR (CDCl3, 400 MHz) δ 8.76-8.69 (m, 2H), 8.59-8.52 (m, 1H), 7.37 (d, 2H, J=7.40 Hz), 7.31-7.26 (m, 1H), 6.88-6.84 (m, 1H), 6.84-6.75 (m, 3H), ... Product: CC1=C(C=NC=C1)C1=CC=C2C=NC(=NN21)NC2=CC=C(C=C2)N2CCOCC2 ([7-(4-Methyl-pyridin-3-yl)-pyrrolo[2,1-f][1,2,4]triazin-2-yl]-(4-morpholin-4-yl-phenyl)-amine), solid.